This data is from the Open Reaction Database (ORD), a public repository of structured organic reaction records. The task is: describe an organic reaction: reactants, conditions, products, and yield Solvent: C(C)O (ethanol). Procedure: 2,2,2-Trichloro-1-[10-cyclohexyl-benzoyl)-pyrrolo[2,1-c][1,4]benzodiazepin-3-yl]-1-ethanone of Example 7 (0.60 g) was added to a pressure flask containing concentrated ammonium hydroxide (25 mL) and absolute ethanol (25 mL). The mixture was heated in an oil bath held at 110° C. for four hours. On cooling the title compound crystallized out and was filtered off to provide colorless crystals (0.66 g), m.p. 122–123° C. Conditions: time 4 hour. The product is C1(CCCCC1)C1=CC=C(C(=O)N2CC=3N(CC4=C2C=CC=C4)C(=CC3)C(=O)N)C=C1 (10-(4-Cyclohexyl-benzoyl)-10,11-dihydro-5H-pyrrolo[2,1-c][1,4]benzodiazepin-3-carboxamide). The reactants are ClC(C(=O)C1=CC=C2CN(C3=C(CN21)C=CC=C3)C(C3=CC=C(C=C3)C3CCCCC3)=O)(Cl)Cl (2,2,2-Trichloro-1-[10-(4-cyclohexyl-benzoyl)-10,11-dihydro-5H-pyrrolo[2,1-c][1,4]benzodiazepin-3-yl]-1-ethanone), [OH-].[NH4+] (ammonium hydroxide). Reaction SMILES: ClC(Cl)(Cl)[C:3]([C:5]1[N:14]2[C:8]([CH2:9][N:10]([C:19](=[O:32])[C:20]3[CH:25]=[CH:24][C:23]([CH:26]4[CH2:31][CH2:30][CH2:29][CH2:28][CH2:27]4)=[CH:22][CH:21]=3)[C:11]3[CH:18]=[CH:17][CH:16]=[CH:15][C:12]=3[CH2:13]2)=[CH:7][CH:6]=1)=[O:4].[OH-].[NH4+:36]>C(O)C>[CH:26]1([C:23]2[CH:22]=[CH:21][C:20]([C:19]([N:10]3[C:11]4[CH:18]=[CH:17][CH:16]=[CH:15][C:12]=4[CH2:13][N:14]4[C:5]([C:3]([NH2:36])=[O:4])=[CH:6][CH:7]=[C:8]4[CH2:9]3)=[O:32])=[CH:25][CH:24]=2)[CH2:31][CH2:30][CH2:29][CH2:28][CH2:27]1 |f:1.2|. Reactants: COC(=O)C=1C(=C2C=C(C(N(C2=CN1)CC1=CC=CC=C1)=O)C1=C(C=CC(=C1)F)OC)O (1-benzyl-3-(5-fluoro-2-methoxy-phenyl)-5-hydroxy-2-oxo-1,2-dihydro-[1,7]naphthyridine-6-carboxylic acid methyl ester), NCCC(=O)O (β-alanine), C[O-].[Na+] (NaOMe). Yields the product C(C1=CC=CC=C1)N1C(C(=CC2=C(C(=NC=C12)C(=O)NCCC(=O)O)O)C1=C(C=CC(=C1)F)OC)=O (3-{[1-Benzyl-3-(5-fluoro-2-methoxy-phenyl)-5-hydroxy-2-oxo-1,2-dihydro-[1,7]naphthyridine-6-carbonyl]-amino}-propionic acid). Isolated yield 75.5%. As a reaction SMILES: CO[C:3]([C:5]1[C:6]([OH:32])=[C:7]2[C:12](=[CH:13][N:14]=1)[N:11]([CH2:15][C:16]1[CH:21]=[CH:20][CH:19]=[CH:18][CH:17]=1)[C:10](=[O:22])[C:9]([C:23]1[CH:28]=[C:27]([F:29])[CH:26]=[CH:25][C:24]=1[O:30][CH3:31])=[CH:8]2)=[O:4].[NH2:33][CH2:34][CH2:35][C:36]([OH:38])=[O:37].C[O-].[Na+]>>[CH2:15]([N:11]1[C:12]2[C:7](=[C:6]([OH:32])[C:5]([C:3]([NH:33][CH2:34][CH2:35][C:36]([OH:38])=[O:37])=[O:4])=[N:14][CH:13]=2)[CH:8]=[C:9]([C:23]2[CH:28]=[C:27]([F:29])[CH:26]=[CH:25][C:24]=2[O:30][CH3:31])[C:10]1=[O:22])[C:16]1[CH:17]=[CH:18][CH:19]=[CH:20][CH:21]=1 |f:2.3|. Procedure: A mixture of 1-benzyl-3-(5-fluoro-2-methoxy-phenyl)-5-hydroxy-2-oxo-1,2-dihydro-[1,7]naphthyridine-6-carboxylic acid methyl ester (27 mg, 0.062 mmol), β-alanine (737 mg, 8.3 mmol) and NaOMe solution (12 mL, 6.2 mmol, 0.5 M in MeOH) was refluxed for 16 h. After the mixture was cooled to r.t., the solvent was evaporated in vacuo. The residue was partitioned between EtOAc and water. 1 M HCl was added with vigorous stirring until pH was about 2. The organic layer was washed with brine, dried over Mg... The reactants are C(#N)N=C(OC)C1=NC=CC=C1 (Methyl N-cyano-2-pyridinecarboximidate), C1(=CC=C(C=C1)CCN)C (2-(p-tolyl)ethylamine). Run in CO (methanol). Reaction conditions: time 1 hour. The product is C(#N)NC(=NCCC1=CC=C(C=C1)C)C1=NC=CC=C1 (N-cyano-N'-[2-(4-methylphenyl)ethyl]-2-pyridinecarboximidamide). The yield is 93.5%. RXN SMILES: [C:1]([N:3]=[C:4]([C:7]1[CH:12]=[CH:11][CH:10]=[CH:9][N:8]=1)OC)#[N:2].[C:13]1([CH3:22])[CH:18]=[CH:17][C:16]([CH2:19][CH2:20][NH2:21])=[CH:15][CH:14]=1>CO>[C:1]([NH:3][C:4]([C:7]1[CH:12]=[CH:11][CH:10]=[CH:9][N:8]=1)=[N:21][CH2:20][CH2:19][C:16]1[CH:17]=[CH:18][C:13]([CH3:22])=[CH:14][CH:15]=1)#[N:2]. Procedure details: Methyl N-cyano-2-pyridinecarboximidate (0.50 g, 3.1 mmol) was dissolved in methanol (10 ml), 2-(p-tolyl)ethylamine (0.47 g, 3.5 mmol) was added, and the resulting mixture was stirred at room temperature for 1 hour. After the reaction was completed, the reaction solution was concentrated under reduced pressure, and the residue thus obtained was crystallized from methanoldiethyl ether to give the title compound (0.76 g, 2.9 mmol, yield: 93%) as colorless crystals. Reactants: CO, ClC(Cl)Cl, c1ccc(CSc2nc3cnccc3[nH]2)cc1. The product is O=S(Cc1ccccc1)c1nc2cnccc2[nH]1. RXN SMILES: [CH3:18][OH:19].[CH:20]([Cl:21])([Cl:22])[Cl:23].[c:1]1([CH2:7][S:8][c:9]2[nH:10][c:11]3[c:12]([cH:13][n:14][cH:15][cH:16]3)[n:17]2)[cH:2][cH:3][cH:4][cH:5][cH:6]1>>[c:1]1([CH2:7][S:8]([c:9]2[nH:10][c:11]3[c:12]([cH:13][n:14][cH:15][cH:16]3)[n:17]2)=[O:19])[cH:2][cH:3][cH:4][cH:5][cH:6]1.